describe an organic reaction: reactants, conditions, products, and yield From a dataset of the Open Reaction Database (ORD), a public repository of structured organic reaction records. The reactants are N1CCC(CC1)N1CCN(CC1)C=1SC=C(N1)C1=CC=2C(CCC(C2C=C1)(C)C)(C)C (1-piperidin-4-yl-4-[4-(5,5,8,8-tetramethyl-5,6,7,8-tetrahydronaphthalen-2-yl)thiazol-2-yl]piperazine), Cl (hydrochloride), C(C)(C)(C)[Si](OCC=O)(C)C ((tertbutyldimethylsilanyloxy)acetaldehyde), Cl (HCl). The solvent is O1CCOCC1 (dioxane). Yields the product CC1(C=2C=CC(=CC2C(CC1)(C)C)C=1N=C(SC1)N1CCN(CC1)C1CCN(CC1)CCO)C (2-(4-{4-[4-(5,5,8,8-tetramethyl-5,6,7,8-tetrahydronaphthalen-2-yl)thiazol-2-yl]piperazin-1-yl}piperidin-1-yl)ethanol). Reaction SMILES: [NH:1]1[CH2:6][CH2:5][CH:4]([N:7]2[CH2:12][CH2:11][N:10]([C:13]3[S:14][CH:15]=[C:16]([C:18]4[CH:27]=[CH:26][C:25]5[C:24]([CH3:29])([CH3:28])[CH2:23][CH2:22][C:21]([CH3:31])([CH3:30])[C:20]=5[CH:19]=4)[N:17]=3)[CH2:9][CH2:8]2)[CH2:3][CH2:2]1.C([Si](C)(C)[O:37][CH2:38][CH:39]=O)(C)(C)C.Cl>O1CCOCC1>[CH3:28][C:24]1([CH3:29])[CH2:23][CH2:22][C:21]([CH3:31])([CH3:30])[C:20]2[CH:19]=[C:18]([C:16]3[N:17]=[C:13]([N:10]4[CH2:11][CH2:12][N:7]([CH:4]5[CH2:5][CH2:6][N:1]([CH2:39][CH2:38][OH:37])[CH2:2][CH2:3]5)[CH2:8][CH2:9]4)[S:14][CH:15]=3)[CH:27]=[CH:26][C:25]1=2. Procedure details: The preparation was carried out as already described via a reductive amination starting from 50 mg (0.11 mmol) of 1-piperidin-4-yl-4-[4-(5,5,8,8-tetramethyl-5,6,7,8-tetrahydronaphthalen-2-yl)thiazol-2-yl]piperazine and 24 mg (0.13 mmol) of (tertbutyldimethylsilanyloxy)acetaldehyde. The protecting group was cleaved off as already described using a 4N HCl solution in dioxane. The product is in the form of the hydrochloride. Starting materials: C(C)(C)(C)OC(=O)N1CCC(CC1)NC(=O)NC1=NC=NC(=C1)C1=C(C=CC=C1)OC (4-{3-[6-(2-methoxy-phenyl)-pyrimidin-4-yl]-ureido}-piperidine-1-carboxylic acid tert-butyl ester), ClCCl (dichloromethane). Conditions: time 2 hour. The product is Cl.COC1=C(C=CC=C1)C1=CC(=NC=N1)NC(=O)NC1CCNCC1 (1-[6-(2-methoxy-phenyl)-pyrimidin-4-yl]-3-piperidin-4-yl-urea hydrochloride). Reaction SMILES: C(OC([N:8]1[CH2:13][CH2:12][CH:11]([NH:14][C:15]([NH:17][C:18]2[CH:23]=[C:22]([C:24]3[CH:29]=[CH:28][CH:27]=[CH:26][C:25]=3[O:30][CH3:31])[N:21]=[CH:20][N:19]=2)=[O:16])[CH2:10][CH2:9]1)=O)(C)(C)C.[Cl:32]CCl>>[ClH:32].[CH3:31][O:30][C:25]1[CH:26]=[CH:27][CH:28]=[CH:29][C:24]=1[C:22]1[N:21]=[CH:20][N:19]=[C:18]([NH:17][C:15]([NH:14][CH:11]2[CH2:12][CH2:13][NH:8][CH2:9][CH2:10]2)=[O:16])[CH:23]=1 |f:2.3|. Procedure: To a solution of 4-{3-[6-(2-methoxy-phenyl)-pyrimidin-4-yl]-ureido}-piperidine-1-carboxylic acid tert-butyl ester (XLIV) (0.250 g, 0.585 mmol) in dry dichloromethane (2 ml) ethereal HCl (2 ml) was added and the mixture was stirred for 2 hours at room temperature. The reaction was monitored by TLC. After completion, the solvent was removed from the reaction mixture to provide 0.20 g of 1-[6-(2-methoxy-phenyl)-pyrimidin-4-yl]-3-piperidin-4-yl-urea hydrochloride (Compound #24A). Reactants: COC(=O)C1=CC=C(C=C1)B(O)O (4-Methoxycarbonylphenyl boronic acid), IC=1C=NN(C1)CCCCCCC (4-iodo-1-heptylpyrazole), ice water, C(=O)([O-])[O-].[Na+].[Na+] (Na2CO3). Reagents/catalysts: C=1C=CC(=CC1)[P](C=2C=CC=CC2)(C=3C=CC=CC3)[Pd]([P](C=4C=CC=CC4)(C=5C=CC=CC5)C=6C=CC=CC6)([P](C=7C=CC=CC7)(C=8C=CC=CC8)C=9C=CC=CC9)[P](C=1C=CC=CC1)(C=1C=CC=CC1)C=1C=CC=CC1 (Pd(PPh3)4). Solvent: COCCOC (1,2-dimethoxyethane). Run at temperature 80 celsius, time 2 hour. Yields the product C(CCCCCC)N1N=CC(=C1)C1=CC=C(C=C1)C(=O)OC (1-heptyl-4-(4-methoxycarbonylphenyl)pyrazole). Isolated yield 22.2%. RXN SMILES: [CH3:1][O:2][C:3]([C:5]1[CH:10]=[CH:9][C:8](B(O)O)=[CH:7][CH:6]=1)=[O:4].I[C:15]1[CH:16]=[N:17][N:18]([CH2:20][CH2:21][CH2:22][CH2:23][CH2:24][CH2:25][CH3:26])[CH:19]=1.C([O-])([O-])=O.[Na+].[Na+]>COCCOC.C1C=CC([P]([Pd]([P](C2C=CC=CC=2)(C2C=CC=CC=2)C2C=CC=CC=2)([P](C2C=CC=CC=2)(C2C=CC=CC=2)C2C=CC=CC=2)[P](C2C=CC=CC=2)(C2C=CC=CC=2)C2C=CC=CC=2)(C2C=CC=CC=2)C2C=CC=CC=2)=CC=1>[CH2:20]([N:18]1[CH:19]=[C:15]([C:8]2[CH:9]=[CH:10][C:5]([C:3]([O:2][CH3:1])=[O:4])=[CH:6][CH:7]=2)[CH:16]=[N:17]1)[CH2:21][CH2:22][CH2:23][CH2:24][CH2:25][CH3:26] |f:2.3.4,^1:42,44,63,82|. Reported procedure: To a suspension of 4-Methoxycarbonylphenyl boronic acid (648 mg) and 4-iodo-1-heptylpyrazole (876 mg) and Pd(PPh3)4 (173 mg) in 1,2-dimethoxyethane (10 ml) was added 2M Na2CO3 aq. (3.6 ml). The reaction mixture was stirred at 80° C. for 2 hours under N2 atmosphere, and poured into ice-water and extracted with ethyl acetate. The organic layer was washed with brine, and dried over MgSO4. The solvent was removed under pressure. The residue was subjected to column-chromatography on silica gel 60 (Me... Reactants: ClCCl, COc1ccc(CBr)c(F)c1, Nc1ncccc1O, [Na+], [OH-], O. Product: COc1ccc(COc2cccnc2N)c(F)c1. As a reaction SMILES: [Cl:9][CH2:10][Cl:11].[F:14][c:15]1[c:16]([CH2:17][Br:18])[cH:19][cH:20][c:21]([O:23][CH3:24])[cH:22]1.[NH2:1][c:2]1[n:3][cH:4][cH:5][cH:6][c:7]1[OH:8].[Na+:13].[OH-:12].[OH2:25]>>[NH2:1][c:2]1[n:3][cH:4][cH:5][cH:6][c:7]1[O:8][CH2:17][c:16]1[c:15]([F:14])[cH:22][c:21]([O:23][CH3:24])[cH:20][cH:19]1. Starting materials: N(O)=C(C(C)=O)C(C)=O (3-oximino-2,4-pentanedione), C(C)O (ethanol), [OH-].[Na+] (sodium hydroxide), NC(C(=O)OC)CC (methyl 2-aminobutyrate). The solvent is C(C)#N (acetonitrile). Run at time 2 hour. The yield is 61.5%. Procedure details: To 4.99 g (0.039 moles) of 3-oximino-2,4-pentanedione dissolved in acetonitrile (40 ml) was added 4.59 ml (0.039 moles) of methyl 2-aminobutyrate. After stirring for two hours at room temperature, then at reflux for 2.5 h, the reaction mixture was cooled and treated with 15 ml of ethanol and 15 ml of 10% aqueous sodium hydroxide. The resulting mixture was refluxed for 3.8 h, cooled, then extracted with ethyl acetate. The combined organic extracts were dried over anhydrous sodium sulfate, then co... Yields the product C(C)(=O)C1=C(N=C(N1)CC)C (5-acetyl-2-ethyl-4-methylimidazole). Reaction SMILES: [N:1](=[C:3]([C:7](=[O:9])[CH3:8])[C:4](=O)[CH3:5])O.[NH2:10][CH:11]([CH2:16][CH3:17])C(OC)=O.C(O)C.[OH-].[Na+]>C(#N)C>[C:7]([C:3]1[NH:1][C:11]([CH2:16][CH3:17])=[N:10][C:4]=1[CH3:5])(=[O:9])[CH3:8] |f:3.4|. Reported procedure: Using the procedure of Preparation 21, the title compound (48 mg) was prepared from ethyl 3-(6-amino-1H-benzimidazol-1-yl)-3-phenylpropanoate and 2-fluoro-6-iodobenzoic acid. [LCMS (Method A, Mobile Phase I) RT=4.33 min, MH+ 530]. Reaction SMILES: [NH2:1][C:2]1[CH:3]=[CH:4][C:5]2[N:9]=[CH:8][N:7]([CH:10]([C:17]3[CH:22]=[CH:21][CH:20]=[CH:19][CH:18]=3)[CH2:11][C:12]([O:14]CC)=[O:13])[C:6]=2[CH:23]=1.[F:24][C:25]1[CH:33]=[CH:32][CH:31]=[C:30]([I:34])[C:26]=1[C:27](O)=[O:28]>>[F:24][C:25]1[CH:33]=[CH:32][CH:31]=[C:30]([I:34])[C:26]=1[C:27]([NH:1][C:2]1[CH:3]=[CH:4][C:5]2[N:9]=[CH:8][N:7]([CH:10]([C:17]3[CH:18]=[CH:19][CH:20]=[CH:21][CH:22]=3)[CH2:11][C:12]([OH:14])=[O:13])[C:6]=2[CH:23]=1)=[O:28]. Product: FC1=C(C(=O)NC=2C=CC3=C(N(C=N3)C(CC(=O)O)C3=CC=CC=C3)C2)C(=CC=C1)I (3-{6-[(2-Fluoro-6-iodobenzoyl)amino]-1H-benzimidazol-1-yl}-3-phenylpropanoic acid). The reactants are NC=1C=CC2=C(N(C=N2)C(CC(=O)OCC)C2=CC=CC=C2)C1 (ethyl 3-(6-amino-1H-benzimidazol-1-yl)-3-phenylpropanoate), FC1=C(C(=O)O)C(=CC=C1)I (2-fluoro-6-iodobenzoic acid), Phase I. The reactants are CN, CCO, Fc1cccc(COc2ccc(Nc3ncnc4[nH]nc(OCCCl)c34)cc2Cl)c1, O. Product: CNCCOc1n[nH]c2ncnc(Nc3ccc(OCc4cccc(F)c4)c(Cl)c3)c12. Reaction SMILES: [CH3:1][NH2:2].[CH3:34][CH2:35][OH:36].[Cl:3][CH2:4][CH2:5][O:6][c:7]1[n:8][nH:9][c:10]2[n:11][cH:12][n:13][c:14]([NH:16][c:17]3[cH:18][c:19]([Cl:32])[c:20]([O:23][CH2:24][c:25]4[cH:26][c:27]([F:31])[cH:28][cH:29][cH:30]4)[cH:21][cH:22]3)[c:15]12.[OH2:33]>>[CH3:1][NH:2][CH2:4][CH2:5][O:6][c:7]1[n:8][nH:9][c:10]2[n:11][cH:12][n:13][c:14]([NH:16][c:17]3[cH:18][c:19]([Cl:32])[c:20]([O:23][CH2:24][c:25]4[cH:26][c:27]([F:31])[cH:28][cH:29][cH:30]4)[cH:21][cH:22]3)[c:15]12.